From a dataset of the Open Reaction Database (ORD), a public repository of structured organic reaction records. describe an organic reaction: reactants, conditions, products, and yield Reactants: NC=1OC[C@]2(N1)C1=CC(=CC=C1OC1=NC=C(C=C12)Br)O ((S)-2′-amino-3-bromo-5′H-spiro[chromeno[2,3-b]pyridine-5,4′-oxazol]-7-ol), CN(C)C1=CC=CC=C1C2=CC=CC=C2P(C3CCCCC3)C4CCCCC4 (DavePhos), C[Si](C)(C)[N-][Si](C)(C)C.[Li+] (lithium bis(trimethylsilyl)amide), N1CCOCC1 (morpholine). Reagents/catalysts: C=1C=CC(=CC1)/C=C/C(=O)/C=C/C2=CC=CC=C2.C=1C=CC(=CC1)/C=C/C(=O)/C=C/C2=CC=CC=C2.C=1C=CC(=CC1)/C=C/C(=O)/C=C/C2=CC=CC=C2.[Pd].[Pd] (tris(dibenzylideneacetone)dipalladium(0)). Run in O (water), [NH4+].[Cl-] (NH4Cl). Conditions: temperature 70 celsius. Product: NC=1OC[C@]2(N1)C1=CC(=CC=C1OC1=NC=C(C=C12)N1CCOCC1)O ((S)-2′-amino-3-morpholino-5′H-spiro[chromeno[2,3-b]pyridine-5,4′-oxazol]-7-ol). As a reaction SMILES: [NH2:1][C:2]1[O:3][CH2:4][C@:5]2([C:19]3[C:14](=[N:15][CH:16]=[C:17](Br)[CH:18]=3)[O:13][C:12]3[C:7]2=[CH:8][C:9]([OH:21])=[CH:10][CH:11]=3)[N:6]=1.CN(C1C(C2C(P(C3CCCCC3)C3CCCCC3)=CC=CC=2)=CC=CC=1)C.C[Si]([N-][Si](C)(C)C)(C)C.[Li+].[NH:60]1[CH2:65][CH2:64][O:63][CH2:62][CH2:61]1>O.[NH4+].[Cl-].C1C=CC(/C=C/C(/C=C/C2C=CC=CC=2)=O)=CC=1.C1C=CC(/C=C/C(/C=C/C2C=CC=CC=2)=O)=CC=1.C1C=CC(/C=C/C(/C=C/C2C=CC=CC=2)=O)=CC=1.[Pd].[Pd]>[NH2:1][C:2]1[O:3][CH2:4][C@:5]2([C:19]3[C:14](=[N:15][CH:16]=[C:17]([N:60]4[CH2:65][CH2:64][O:63][CH2:62][CH2:61]4)[CH:18]=3)[O:13][C:12]3[C:7]2=[CH:8][C:9]([OH:21])=[CH:10][CH:11]=3)[N:6]=1 |f:2.3,6.7,8.9.10.11.12|. Reported procedure: A vial was charged with (S)-2′-amino-3-bromo-5′H-spiro[chromeno[2,3-b]pyridine-5,4′-oxazol]-7-ol (0.647 g, 1.858 mmol), DavePhos (0.088 g, 0.223 mmol), and tris(dibenzylideneacetone)dipalladium(0) (0.085 g, 0.093 mmol). The vessel was flushed with Ar(g), then lithium bis(trimethylsilyl)amide (1.0 M in THF) (9.29 mL, 9.29 mmol) and morpholine (0.486 mL, 5.58 mmol) were added in sequence. The vial was sealed and heated at 70° C. for one hour at which point the mixture was diluted with water and sa... The reactants are P(=O)(OC1=CC=CC=C1)(OC1=CC=CC=C1)Cl (diphenyl chlorophosphate), C(C)(C)N(CC)C(C)C (N,N-diisopropyl-N-ethylamine), [N+](=[N-])=C(C(=O)OCC=C)C([C@H](C)[C@H]1NC([C@@H]1[C@@H](C)O)=O)=O (allyl (4R)-2-diazo-4-[(2R,3S)-3-{(1R)-1-hydroxyethyl}-4-oxoazetidin-2-yl]-3-oxopentanoate), C(C)(=O)S[C@H]1C[C@H](N(C1)C(=O)OCC=C)COCC(C)F ((2S,4S)-4-acetylthio-1-allyloxycarbonyl-2-(2-fluoropropyl)oxymethylpyrrolidine), C[O-].[Na+] (sodium methoxide). The reagents and catalysts are C(CCCCCCC)(=O)[O-].[Rh+2].C(CCCCCCC)(=O)[O-] (rhodium(II) octanoate). Run in C(C)(=O)OCC (ethyl acetate), O (water), CN(C(C)=O)C (N,N-dimethylacetamide), C(C)(=O)OCC (ethyl acetate), C(C)#N (acetonitrile), C(C)#N (acetonitrile). Reaction conditions: temperature 0 celsius, time 10 hour. Product: C(C=C)OC(=O)N1[C@@H](C[C@@H](C1)SC1=C(N2C([C@@H]([C@H]2[C@H]1C)[C@@H](C)O)=O)C(=O)OCC=C)COCC(C)F (allyl (4R,5S,6S)-3-[(2S,4S)-1-allyloxycarbonyl-2-(2-fluoropropyl)oxymethylpyrrolidin-4-yl]thio-6-[(1R)-1-hydroxyethyl]-4-methyl-7-oxo-1-azabicyclo[3.2.0]hept-2-ene-2-carboxylate). Yield: 27.1%. RXN SMILES: [N+](=[C:3]([C:10](=O)[C@@H:11]([C@@H:13]1[C@@H:16]([C@H:17]([OH:19])[CH3:18])[C:15](=[O:20])[NH:14]1)[CH3:12])[C:4]([O:6][CH2:7][CH:8]=[CH2:9])=[O:5])=[N-].P(Cl)(OC1C=CC=CC=1)(OC1C=CC=CC=1)=O.C(N(C(C)C)CC)(C)C.C([S:51][C@@H:52]1[CH2:56][N:55]([C:57]([O:59][CH2:60][CH:61]=[CH2:62])=[O:58])[C@H:54]([CH2:63][O:64][CH2:65][CH:66]([F:68])[CH3:67])[CH2:53]1)(=O)C.C[O-].[Na+]>C(OCC)(=O)C.C(#N)C.C([O-])(=O)CCCCCCC.[Rh+2].C([O-])(=O)CCCCCCC.O.CN(C)C(=O)C>[CH2:60]([O:59][C:57]([N:55]1[CH2:56][C@@H:52]([S:51][C:10]2[C@H:11]([CH3:12])[C@H:13]3[N:14]([C:15](=[O:20])[C@@H:16]3[C@H:17]([OH:19])[CH3:18])[C:3]=2[C:4]([O:6][CH2:7][CH:8]=[CH2:9])=[O:5])[CH2:53][C@H:54]1[CH2:63][O:64][CH2:65][CH:66]([F:68])[CH3:67])=[O:58])[CH:61]=[CH2:62] |f:4.5,8.9.10|. Reported procedure: To a solution of allyl (4R)-2-diazo-4-[(2R,3S)-3-{(1R)-1-hydroxyethyl}-4-oxoazetidin-2-yl]-3-oxopentanoate (621 mg) in ethyl acetate (10 ml) was added rhodium(II) octanoate (10 mg) under nitrogen atmosphere, which was heated under reflux for 30 minutes. The solvent was evaporated and the remaining ethyl acetate was removed as the acetonitrile (10 ml) azeotrope to give a residue, which was dissolved in acetonitrile (10 ml) and cooled to 0° C. under nitrogen atmosphere. To the solution were added ... The reactants are COc1ccc(CCNc2cc(-c3cccc(C(=O)O)c3)nc(OC)n2)cc1, CS(N)(=O)=O, CCN=C=NCCCN(C)C, CN(C)c1ccncc1, ClCCl, Cl, O, O=C(O)CC(O)(CC(=O)O)C(=O)O. Yields the product COc1ccc(CCNc2cc(-c3cccc(C(=O)NS(C)(=O)=O)c3)nc(OC)n2)cc1. As a reaction SMILES: [CH3:1][O:2][c:3]1[n:4][c:5]([NH:18][CH2:19][CH2:20][c:21]2[cH:22][cH:23][c:24]([O:27][CH3:28])[cH:25][cH:26]2)[cH:6][c:7](-[c:9]2[cH:10][c:11]([C:12](=[O:13])[OH:14])[cH:15][cH:16][cH:17]2)[n:8]1.[CH3:29][S:30](=[O:31])(=[O:32])[NH2:33].[CH3:35][N:36]([CH3:37])[CH2:38][CH2:39][CH2:40][N:41]=[C:42]=[N:43][CH2:44][CH3:45].[CH3:59][N:60]([CH3:61])[c:62]1[cH:63][cH:64][n:65][cH:66][cH:67]1.[Cl:68][CH2:69][Cl:70].[ClH:34].[OH2:71].[OH:46][C:47]([CH2:48][C:49]([C:50](=[O:51])[OH:52])([CH2:53][C:54](=[O:55])[OH:56])[OH:57])=[O:58]>>[CH3:1][O:2][c:3]1[n:4][c:5]([NH:18][CH2:19][CH2:20][c:21]2[cH:22][cH:23][c:24]([O:27][CH3:28])[cH:25][cH:26]2)[cH:6][c:7](-[c:9]2[cH:10][c:11]([C:12](=[O:13])[NH:33][S:30]([CH3:29])(=[O:31])=[O:32])[cH:15][cH:16][cH:17]2)[n:8]1. The reactants are [Br-], CC(=O)c1oc(-c2ccc(C(F)(F)F)cc2)nc1C, C[Mg+], C1CCOC1. The product is Cc1nc(-c2ccc(C(F)(F)F)cc2)oc1C(C)(C)O. RXN SMILES: [Br-:20].[CH3:1][c:2]1[n:3][c:4](-[c:10]2[cH:11][cH:12][c:13]([C:16]([F:17])([F:18])[F:19])[cH:14][cH:15]2)[o:5][c:6]1[C:7]([CH3:8])=[O:9].[CH3:21][Mg+:22].[O:23]1[CH2:24][CH2:25][CH2:26][CH2:27]1>>[CH3:1][c:2]1[n:3][c:4](-[c:10]2[cH:11][cH:12][c:13]([C:16]([F:17])([F:18])[F:19])[cH:14][cH:15]2)[o:5][c:6]1[C:7]([CH3:8])([OH:9])[CH3:21]. Reactants: O (water), C(=S)(Cl)Cl (thiophosgene), ice water, NC1=CC2=C(N=C(S2)OC2=CC=CC=C2)C=C1 (6-amino-2-phenoxybenzothiazole). Solvent: O1CCOCC1 (dioxane). Conditions: time 8 hour. Yields the product N(=C=S)C1=CC2=C(N=C(S2)OC2=CC=CC=C2)C=C1 (6-isothiocyano-2-phenoxybenzothiazole). Reaction SMILES: [C:1](Cl)(Cl)=[S:2].[NH2:5][C:6]1[CH:21]=[CH:20][C:9]2[N:10]=[C:11]([O:13][C:14]3[CH:19]=[CH:18][CH:17]=[CH:16][CH:15]=3)[S:12][C:8]=2[CH:7]=1.O>O1CCOCC1>[N:5]([C:6]1[CH:21]=[CH:20][C:9]2[N:10]=[C:11]([O:13][C:14]3[CH:19]=[CH:18][CH:17]=[CH:16][CH:15]=3)[S:12][C:8]=2[CH:7]=1)=[C:1]=[S:2]. Reported procedure: An amount of 8.46 g of thiophosgene in a sulphonating flask is stirred into 500 ml of ice water. An addition is then made dropwise, in the course of 10 minutes, of a solution of 18 g of 6-amino-2-phenoxybenzothiazole in 100 ml of dioxane as well as 10 ml of water. The suspension is further stirred overnight at room temperature. The formed precipitate is separated and washed with water; the residue is dissolved in 100 ml of methylene chloride, and the solution dried over sodium sulphate. After ch...